The task is: describe an organic reaction: reactants, conditions, products, and yield. This data is from the Open Reaction Database (ORD), a public repository of structured organic reaction records. As a reaction SMILES: [CH3:1][O:2][C:3]([CH:4]([CH2:5][CH:6]([CH3:7])[CH3:8])[N:9]1[C:10](=[O:26])[CH:11]=[C:12]([O:14][c:15]2[c:16]([F:25])[c:17]([C:21]([CH3:22])([CH3:23])[OH:24])[cH:18][cH:19][cH:20]2)[CH2:13]1)=[O:27].[Li+:30].[O:31]1[CH2:32][CH2:33][CH2:34][CH2:35]1.[OH-:29].[OH2:28]>>[O:2]=[C:3]([CH:4]([CH2:5][CH:6]([CH3:7])[CH3:8])[N:9]1[C:10](=[O:26])[CH:11]=[C:12]([O:14][c:15]2[c:16]([F:25])[c:17]([C:21]([CH3:22])([CH3:23])[OH:24])[cH:18][cH:19][cH:20]2)[CH2:13]1)[OH:27]. The reactants are COC(=O)C(CC(C)C)N1CC(Oc2cccc(C(C)(C)O)c2F)=CC1=O, [Li+], C1CCOC1, [OH-], O. Yields the product CC(C)CC(C(=O)O)N1CC(Oc2cccc(C(C)(C)O)c2F)=CC1=O.